From a dataset of the Open Reaction Database (ORD), a public repository of structured organic reaction records. describe an organic reaction: reactants, conditions, products, and yield The reactants are O=C(O)c1cn(C2CC2)c2cc(F)c(F)c(NCc3ccccc3)c2c1=O, CC1CNCCN1, c1ccncc1. RXN SMILES: [CH2:1]([c:2]1[cH:3][cH:4][cH:5][cH:6][cH:7]1)[NH:8][c:9]1[c:10]2[c:11](=[O:27])[c:12]([C:24](=[O:25])[OH:26])[cH:13][n:14]([CH:21]3[CH2:22][CH2:23]3)[c:15]2[cH:16][c:17]([F:20])[c:18]1[F:19].[CH3:28][CH:29]1[NH:30][CH2:31][CH2:32][NH:33][CH2:34]1.[cH:35]1[cH:36][cH:37][n:38][cH:39][cH:40]1>>[CH2:1]([c:2]1[cH:3][cH:4][cH:5][cH:6][cH:7]1)[NH:8][c:9]1[c:10]2[c:11](=[O:27])[c:12]([C:24](=[O:25])[OH:26])[cH:13][n:14]([CH:21]3[CH2:22][CH2:23]3)[c:15]2[cH:16][c:17]([N:33]2[CH2:32][CH2:31][NH:30][CH:29]([CH3:28])[CH2:34]2)[c:18]1[F:19]. Yields the product CC1CN(c2cc3c(c(NCc4ccccc4)c2F)c(=O)c(C(=O)O)cn3C2CC2)CCN1.